From a dataset of the Open Reaction Database (ORD), a public repository of structured organic reaction records. describe an organic reaction: reactants, conditions, products, and yield Reactants: CS(=O)(=O)c1ccc(-c2cc(C(N)=O)c([N+](=O)[O-])s2)cc1, CO. The product is CS(=O)(=O)c1ccc(-c2cc(C(N)=O)c(N)s2)cc1. As a reaction SMILES: [CH3:1][S:2](=[O:3])(=[O:4])[c:5]1[cH:6][cH:7][c:8](-[c:11]2[cH:12][c:13]([C:19](=[O:20])[NH2:21])[c:14]([N+:16]([O-:17])=[O:18])[s:15]2)[cH:9][cH:10]1.[CH3:22][OH:23]>>[CH3:1][S:2](=[O:3])(=[O:4])[c:5]1[cH:6][cH:7][c:8](-[c:11]2[cH:12][c:13]([C:19](=[O:20])[NH2:21])[c:14]([NH2:16])[s:15]2)[cH:9][cH:10]1. Reactants: COC1=C(C=CC(=C1)CNCCCNCCCCNCCCN)O.ClC1=NC(=CC(=N1)NC(C1=CC=C(C=C1)O)CC)CC (dl-5 chloro-6-ethyl-4-(αethyl-4-hydroxybenzylamino)pyrimidine), FC1=C(C(=C(C(=C1C#N)F)F)F)F (pentafluorobenzonitrile), C([O-])([O-])=O.[K+].[K+] (potassium carbonate), CN1C(N(CC1)C)=O (1,3-dimethyl-2-imidazolidinone). Run in C(C)(=O)OCC (ethyl acetate), C1(=CC=CC=C1)C (toluene), O (water). Conditions: time 8 hour. Yields the product COC1=C(C=CC(=C1)CNCCCNCCCCNCCCN)O.ClC1=NC(=CC(=N1)NC(C1=CC=C(C=C1)OC1=C(C(=C(C(=C1F)F)C#N)F)F)CC)CC (dl-5 chloro-6-ethyl-4-{α-ethyl-4-(4-cyano-2,3,5,6-tetrafluorophenoxy) benzylamino}pyrimidine). The yield is 82.6%. RXN SMILES: [CH3:1][O:2][C:3]1[CH:8]=[C:7]([CH2:9][NH:10][CH2:11][CH2:12][CH2:13][NH:14][CH2:15][CH2:16][CH2:17][CH2:18][NH:19][CH2:20][CH2:21][CH2:22][NH2:23])[CH:6]=[CH:5][C:4]=1[OH:24].[Cl:25][C:26]1[N:31]=[C:30]([NH:32][CH:33]([CH2:41][CH3:42])[C:34]2[CH:39]=[CH:38][C:37]([OH:40])=[CH:36][CH:35]=2)[CH:29]=[C:28]([CH2:43][CH3:44])[N:27]=1.[F:45][C:46]1[C:51]([C:52]#[N:53])=[C:50]([F:54])[C:49]([F:55])=[C:48](F)[C:47]=1[F:57].C(=O)([O-])[O-].[K+].[K+].CN1CCN(C)C1=O>C(OCC)(=O)C.C1(C)C=CC=CC=1.O>[CH3:1][O:2][C:3]1[CH:8]=[C:7]([CH2:9][NH:10][CH2:11][CH2:12][CH2:13][NH:14][CH2:15][CH2:16][CH2:17][CH2:18][NH:19][CH2:20][CH2:21][CH2:22][NH2:23])[CH:6]=[CH:5][C:4]=1[OH:24].[Cl:25][C:26]1[N:31]=[C:30]([NH:32][CH:33]([CH2:41][CH3:42])[C:34]2[CH:39]=[CH:38][C:37]([O:40][C:48]3[C:47]([F:57])=[C:46]([F:45])[C:51]([C:52]#[N:53])=[C:50]([F:54])[C:49]=3[F:55])=[CH:36][CH:35]=2)[CH:29]=[C:28]([CH2:43][CH3:44])[N:27]=1 |f:0.1,3.4.5,10.11|. Procedure details: A mixture of 0.76 g of dl-5-chloro-6-ethyl-4-(αethyl-4-hydroxybenzylamino)pyrimidine, 0.5 g of pentafluorobenzonitrile, 0.4 g of anhydrous potassium carbonate and 20 ml of 1,3-dimethyl-2-imidazolidinone (DMI) was heated under stirring at 70 .C for 8 hours. After completion of the reaction, the reaction mixture was poured into water, and extracted with toluene. The extract was washed with water, dried over anhydrous sodium sulfate and then toluene was evaporated under reduced pressure. The oily p... Reactants: CN1C(=O)C2CCCN2Cc2cc(OCc3ccccc3)ccc21, CCO, [H][H]. The product is CN1C(=O)C2CCCN2Cc2cc(O)ccc21. As a reaction SMILES: [CH2:1]([c:2]1[cH:3][cH:4][cH:5][cH:6][cH:7]1)[O:8][c:9]1[cH:10][cH:11][c:12]2[c:13]([cH:24]1)[CH2:14][N:15]1[CH:16]([C:17](=[O:20])[N:18]2[CH3:19])[CH2:21][CH2:22][CH2:23]1.[CH3:27][CH2:28][OH:29].[H:25][H:26]>>[OH:8][c:9]1[cH:10][cH:11][c:12]2[c:13]([cH:24]1)[CH2:14][N:15]1[CH:16]([C:17](=[O:20])[N:18]2[CH3:19])[CH2:21][CH2:22][CH2:23]1. The reactants are C(C1=CC=CC=C1)=NO (benzaldoxime), C#CC(CCC)O (1-hexyne-3-ol), aqueous solution, Cl[O-].[Na+] (sodium hypochlorite). The solvent is ClCCl (dichloromethane). The product is OC(CCC)C1=CC(=NO1)C1=CC=CC=C1 (5-(1-hydroxybutyl)-3-phenylisooxazole). As a reaction SMILES: [CH:1](=[N:8][OH:9])[C:2]1[CH:7]=[CH:6][CH:5]=[CH:4][CH:3]=1.[CH:10]#[C:11][CH:12]([OH:16])[CH2:13][CH2:14][CH3:15].Cl[O-].[Na+]>ClCCl>[OH:16][CH:12]([C:11]1[O:9][N:8]=[C:1]([C:2]2[CH:7]=[CH:6][CH:5]=[CH:4][CH:3]=2)[CH:10]=1)[CH2:13][CH2:14][CH3:15] |f:2.3|. Procedure: In 25 ml of dichloromethane, were dissolved 5.0 g (41.3 mmol) of benzaldoxime and 4.5 g (45.9 mmol) of 1-hexyne-3-ol. Under ice cooling, 29.0 g of a 12.0% aqueous solution of sodium hypochlorite were added dropwise to the solution over 30 minutes. After completion of the dropwise addition, they were reacted at 20° C. for 2 hours. After completion of the reaction, the reaction mixture was extracted with dichloromethane and the organic layer was washed with water. The organic layer was dried over ... The reactants are Cl, NO, [Na+], C1CCOC1, O=Cc1ccc2c(c1)COC2=O, [OH-]. Yields the product O=C1OCc2cc(C=NO)ccc21. RXN SMILES: [ClH:13].[NH2:14][OH:15].[Na+:17].[O:18]1[CH2:19][CH2:20][CH2:21][CH2:22]1.[O:1]=[C:2]1[O:3][CH2:4][c:5]2[cH:6][c:7]([CH:11]=[O:12])[cH:8][cH:9][c:10]21.[OH-:16]>>[O:1]=[C:2]1[O:3][CH2:4][c:5]2[cH:6][c:7]([CH:11]=[N:14][OH:15])[cH:8][cH:9][c:10]21. Starting materials: C(CCC)OC(CCCCC=1C=CC2=C(NCCN2)N1)=O (5-(1,2,3.4-Tetrahydro-pyrido[2,3-b]pyrazin-6-yl)-pentanoic acid butyl ester), [OH-].[Na+] (NaOH), Cl (HCl). The solvent is CO (MeOH). Product: N1C2=C(NCC1)N=C(C=C2)CCCCC(=O)O (5-(1,2,3,4-Tetrahydro-pyrido[2,3-b]pyrazin-6-yl)-pentanoic acid). As a reaction SMILES: C([O:5][C:6](=[O:21])[CH2:7][CH2:8][CH2:9][CH2:10][C:11]1[CH:12]=[CH:13][C:14]2[NH:19][CH2:18][CH2:17][NH:16][C:15]=2[N:20]=1)CCC.[OH-].[Na+].Cl>CO>[NH:19]1[CH2:18][CH2:17][NH:16][C:15]2[N:20]=[C:11]([CH2:10][CH2:9][CH2:8][CH2:7][C:6]([OH:21])=[O:5])[CH:12]=[CH:13][C:14]1=2 |f:1.2|. Procedure: A solution of 5-6 (2.93 mmol) and 1.0 N NaOH solution (4.40 mL, 4.40 mmol) in MeOH (15 mL) was stirred overnight. The reaction was neutralized by adding 1.0 N HCl solution (4.40 mL, 4.40 mmol) then concentrated to yield a dark brown foam used as is in the next reaction.